This data is from the Open Reaction Database (ORD), a public repository of structured organic reaction records. The task is: describe an organic reaction: reactants, conditions, products, and yield Reactants: Cl (HCl), C(C)[C@@]1(OC2=C(C1)C=CC=C2)C(=O)OC (Methyl(2S)-2-ethyl-2,3-dihydro-1-benzofuran-2-carboxylate), C(C)(=O)Cl (acetyl chloride), [Cl-].[Al+3].[Cl-].[Cl-] (aluminum chloride). The solvent is ClCCl (dichloromethane). Run at temperature 25 celsius, time 1 hour. The product is C(C)(=O)C=1C=CC2=C(C[C@](O2)(C(=O)OC)CC)C1 (Methyl(2S)-5-acetyl-2-ethyl-2,3-dihydro-1-benzofuran-2-carboxylate). As a reaction SMILES: [CH2:1]([C@@:3]1([C:12]([O:14][CH3:15])=[O:13])[CH2:7][C:6]2[CH:8]=[CH:9][CH:10]=[CH:11][C:5]=2[O:4]1)[CH3:2].[C:16](Cl)(=[O:18])[CH3:17].[Cl-].[Al+3].[Cl-].[Cl-].Cl>ClCCl>[C:16]([C:9]1[CH:10]=[CH:11][C:5]2[O:4][C@:3]([CH2:1][CH3:2])([C:12]([O:14][CH3:15])=[O:13])[CH2:7][C:6]=2[CH:8]=1)(=[O:18])[CH3:17] |f:2.3.4.5|. Procedure: The product from Step 4 (3.1 g, 15 mmol) was mixed with acetyl chloride (3.5 g, 45 mmol) and aluminum chloride (6.0 g, 45 mmol) in dichloromethane (100 mL). The reaction mixture was stirred at 25° C. for 1 hr and then poured into 1 N aqueous HCl (100 mL). The organic layer was separated and the aqueous phase was extracted with dichloromethane (50 mL). The combined extracts were washed with brine and concentrated to give the title compound, which was used directly for the next step. The reactants are C1=C(OC=C(C1=O)O)CO (kojic acid), C([O-])([O-])=O.[K+].[K+] (potassium carbonate), [I-].[K+] (potassium iodide), ClCCN1CCCC1 (1-(2-chloro-ethyl)-pyrrolidine). The solvent is CC(CC)=O (2-butanone). The product is OCC=1OC=C(C(C1)=O)OCCN1CCCC1 (2-Hydroxymethyl-5-(2-pyrrolidin-1-yl-ethoxy)-pyran-4-one). As a reaction SMILES: [CH:1]1[C:6](=[O:7])[C:5]([OH:8])=[CH:4][O:3][C:2]=1[CH2:9][OH:10].C(=O)([O-])[O-].[K+].[K+].[I-].[K+].Cl[CH2:20][CH2:21][N:22]1[CH2:26][CH2:25][CH2:24][CH2:23]1>CC(=O)CC>[OH:10][CH2:9][C:2]1[O:3][CH:4]=[C:5]([O:8][CH2:20][CH2:21][N:22]2[CH2:26][CH2:25][CH2:24][CH2:23]2)[C:6](=[O:7])[CH:1]=1 |f:1.2.3,4.5|. Procedure: A mixture of kojic acid (28.4 g, 0.20 mole), 300 mL of 2-butanone, potassium carbonate powder (27.6 g, 0.20 mole), potassium iodide (1.66 g, 0.01 mole), and 1-(2-chloro-ethyl)-pyrrolidine (26.7 g, 0.20 mole) is stirred at a gentle reflux overnight. The reaction mixture is cooled, filtered, washed with acetone and the filtrate evaporated. Water is added and extracted with chloroform (3×100 mL) and ethyl acetate (6×100 mL). The combined organics were dried with sodium sulfate and passed through a ... The reactants are C1(CC1)CN1C(=NC2=C1C=CC(=C2)S(=O)(=O)CC2CCNCC2)CC(C)(C)C (1-(cyclopropylmethyl)-2-neopentyl-5-(piperidin-4-ylmethylsulfonyl)-1H-benzo[d]imidazole), C(C)(=O)Cl (acetyl chloride), CS(=O)(=O)Cl (methanesulfonyl chloride). Product: C1(CC1)CN1C(=NC2=C1C=CC(=C2)S(=O)(=O)CC2CCN(CC2)C(C)=O)CC(C)(C)C (1-(4-{[1-(cyclopropylmethyl)-2-(2,2-dimethylpropyl)-1H-1,3-benzodiazole-5-sulfonyl]methyl}piperidin-1-yl)ethan-1-one). As a reaction SMILES: [CH:1]1([CH2:4][N:5]2[C:9]3[CH:10]=[CH:11][C:12]([S:14]([CH2:17][CH:18]4[CH2:23][CH2:22][NH:21][CH2:20][CH2:19]4)(=[O:16])=[O:15])=[CH:13][C:8]=3[N:7]=[C:6]2[CH2:24][C:25]([CH3:28])([CH3:27])[CH3:26])[CH2:3][CH2:2]1.[C:29](Cl)(=[O:31])[CH3:30].CS(Cl)(=O)=O>>[CH:1]1([CH2:4][N:5]2[C:9]3[CH:10]=[CH:11][C:12]([S:14]([CH2:17][CH:18]4[CH2:19][CH2:20][N:21]([C:29](=[O:31])[CH3:30])[CH2:22][CH2:23]4)(=[O:15])=[O:16])=[CH:13][C:8]=3[N:7]=[C:6]2[CH2:24][C:25]([CH3:28])([CH3:27])[CH3:26])[CH2:2][CH2:3]1. Reported procedure: The title compound was prepared according to the procedure described in STEP D of Example 6 using 1-(cyclopropylmethyl)-2-(2,2-dimethylpropyl)-5-[(piperidin-4-ylmethane)sulfonyl]-1,3-benzodiazole (STEP D of Example 5) and acetyl chloride instead of 5-(azetidin-3-ylmethylsulfonyl)-1-(cyclopropylmethyl)-2-neopentyl-1H-benzo[d]imidazole and methanesulfonyl chloride. Starting materials: [P] (Phosphorus), C(=S)=S (carbon disulfide), ice, [S] (Sulfur), CC1=CC=C(O1)C(CC#N)=O (3-(5-methyl-furan-2-yl)-3-oxo-propionitrile), [H-].[Na+] (sodium hydride), CS(=O)C (DMSO), CS(=O)C (DMSO), CI (methyl iodide). Reaction conditions: time 1 hour. Product: CC1=CC=C(O1)C(=O)C(C#N)=C(SC)SC (2-(5-methyl-furan-2-carbonyl)-3,3-bis-methylsulfanyl-acrylonitrile). The yield is 89.0%. RXN SMILES: [P].[S].[CH3:3][C:4]1[O:8][C:7]([C:9](=[O:13])[CH2:10][C:11]#[N:12])=[CH:6][CH:5]=1.[H-].[Na+].[C:16](=S)=[S:17].CI.[CH3:21][S:22]([CH3:24])=O>>[CH3:3][C:4]1[O:8][C:7]([C:9]([C:10](=[C:21]([S:17][CH3:16])[S:22][CH3:24])[C:11]#[N:12])=[O:13])=[CH:6][CH:5]=1 |f:3.4,^3:1|. Reported procedure: Following the method of Rudorf and Augustin (Phosphorus and Sulfur 1981, 9, 329), a solution of 1.77 g (11.9 mmol) 3-(5-methyl-furan-2-yl)-3-oxo-propionitrile in 10 ml dry DMSO was added dropwise to a stirred suspension of 0.95 g (23.7 mmol, 60% dispersion in mineral oil) sodium hydride in 10 ml DMSO under argon at room temperature. 0.72 ml (11.9 mmol) carbon disulfide was then added dropwise, with external water bath cooling, and stirring continued for 1 hour, after which 1.48 ml (23.7 mmol) me... Starting materials: C(C)(C)(C)OC(=O)N1C[C@H]([C@@H](C1)CN(C(C1=CC(=C(C=C1)OC)OCCCOC)=O)C(C)C)C=O ((3S*,4R*)-3-formyl-4-({isopropyl-[4-methoxy-3-(3-methoxy-propoxy)-benzoyl]-amino}-methyl)-pyrrolidine-1-carboxylic acid tert-butyl ester), C(C(C)C)N (isobutylamine), [BH4-].[Na+] (NaBH4). Solvent: C(Cl)Cl.CO (CH2Cl2 MeOH), C(Cl)Cl.CO (CH2Cl2 MeOH). The product is C(C(C)C)NC[C@H]1[C@@H](CNC1)CN(C(C1=CC(=C(C=C1)OC)OCCCOC)=O)C(C)C (N-[(3S*,4R*)-4-(Isobutylamino-methyl)-pyrrolidin-3-ylmethyl]-N-isopropyl-4-methoxy-3-(3-methoxy-propoxy)-benzamide). RXN SMILES: C(OC([N:8]1[CH2:12][C@@H:11]([CH2:13][N:14]([CH:31]([CH3:33])[CH3:32])[C:15](=[O:30])[C:16]2[CH:21]=[CH:20][C:19]([O:22][CH3:23])=[C:18]([O:24][CH2:25][CH2:26][CH2:27][O:28][CH3:29])[CH:17]=2)[C@H:10]([CH:34]=O)[CH2:9]1)=O)(C)(C)C.[CH2:36]([NH2:40])[CH:37]([CH3:39])[CH3:38].[BH4-].[Na+]>C(Cl)Cl.CO>[CH2:36]([NH:40][CH2:34][C@@H:10]1[CH2:9][NH:8][CH2:12][C@H:11]1[CH2:13][N:14]([CH:31]([CH3:33])[CH3:32])[C:15](=[O:30])[C:16]1[CH:21]=[CH:20][C:19]([O:22][CH3:23])=[C:18]([O:24][CH2:25][CH2:26][CH2:27][O:28][CH3:29])[CH:17]=1)[CH:37]([CH3:39])[CH3:38] |f:2.3,4.5|. Procedure details: from (3S*,4R*)-3-formyl-4-({isopropyl-[4-methoxy-3-(3-methoxy-propoxy)-benzoyl]-amino}-methyl)-pyrrolidine-1-carboxylic acid tert-butyl ester (0.75 g, 1.52 mmol), isobutylamine (0.756 mL, 7.61 mmol) and NaBH4 (0.115 g, 3.04 mmol) and purification by flash chromatography on silica gel (CH2Cl2/MeOH 96:4, then CH2Cl2/MeOH (10% NH3 conc.) gradient from 9:1 to 8:2) to give the title compound as colorless oil. MS: 550.4 [M+H]+. tR (HPLC, Nucleosil C18HD column, 5-100% CH3CN/H2O/6 min, 100% CH3CN/2 min... Reactants: Cl.N1CCC(CC1)=O (4-piperidone hydrochloride), [OH-].[Na+] (NaOH), ClC(=O)OCC1=CC=CC=C1 (benzyl chloroformate). The solvent is C1CCOC1 (THF), O (water). Reaction conditions: time 1 hour. Yields the product C(C1=CC=CC=C1)OC(=O)N1CCC(CC1)=O (1-(Benzyloxycarbonyl)-4-piperidone). Isolated yield 99.5%. Reaction SMILES: Cl.[NH:2]1[CH2:7][CH2:6][C:5](=[O:8])[CH2:4][CH2:3]1.[OH-].[Na+].Cl[C:12]([O:14][CH2:15][C:16]1[CH:21]=[CH:20][CH:19]=[CH:18][CH:17]=1)=[O:13]>C1COCC1.O>[CH2:15]([O:14][C:12]([N:2]1[CH2:7][CH2:6][C:5](=[O:8])[CH2:4][CH2:3]1)=[O:13])[C:16]1[CH:21]=[CH:20][CH:19]=[CH:18][CH:17]=1 |f:0.1,2.3|. Procedure details: To a solution of 4-piperidone hydrochloride (79.0 g) in THF and water (4: 1,75 ml), was added 4N NaOH (105 ml) solution followed by benzyl chloroformate (66 ml) at 0° C. The resulting mixture was stirred at the same temperature for 1 h. At the end of this time, the mixture was extracted with ethyl acetate and dried over anhydrous sodium sulphate. The solvent was removed by distillation under reduced pressure to give 135 g (99.5%) of the title compound as a dark thick liquid.